Dataset: the Open Reaction Database (ORD), a public repository of structured organic reaction records. Task: describe an organic reaction: reactants, conditions, products, and yield Reactants: NC=1NC2=C(N1)C=CC=C2 (2-aminobenzimidazole), 3A, CC(=O)C (acetone), ClNC=O (N-chloroformamide), CC(=O)C (acetone), N-chloroformamide(1), CC(=O)C (acetone). Conditions: time 3 day. Product: CC1(NC2=NC3=C(N2C(N1)=O)C=CC=C3)C (1,2-Dihydro-2,2-dimethyl-1,3,5-triazino[1,2-a]benzimidazol-4(3H)-one). RXN SMILES: [NH2:1][C:2]1[NH:3][C:4]2[CH:10]=[CH:9][CH:8]=[CH:7][C:5]=2[N:6]=1.Cl[NH:12][CH:13]=[O:14].[CH3:15][C:16]([CH3:18])=O>>[CH3:15][C:16]1([CH3:18])[NH:12][C:13](=[O:14])[N:6]2[C:2](=[N:3][C:4]3[CH:10]=[CH:9][CH:8]=[CH:7][C:5]=32)[NH:1]1. Procedure: A mixture of 16 g (0.12 mole) of 2-aminobenzimidazole, 100 ml of acetone and 16 g of 3A molecular sieves was stirred and heated under reflux, adding 8 g of additional sieves after 24 hours. Refluxing was continued for a total period of 3 days, after which the mixture was allowed to cool and a solution of 4.77 g (0.06 mole) of N-chloroformamide(1) in ~25 ml. of acetone added dropwise with stirring. The mixture was warmed to the reflux point several times and the rate of N-chloroformamide addition... Reactants: CC1(CNC=C(C=2NC=3C=CC=CC3C21)C(=O)OCC)C (ethyl 1,1-dimethyl-1,2,3,6-tetrahydro-azepino[4,5-b]indole-5-carboxylate), FC1=CC=C(C(=O)Cl)C=C1 (4-fluorobenzoyl chloride). The product is CC1(CN(C=C(C=2NC=3C=CC=CC3C21)C(=O)OCC)C(C2=CC=C(C=C2)F)=O)C (ethyl 1,1-dimethyl-3-(4-fluorobenzoyl)-1,2,3,6-tetrahydro-azepino[4,5-b]indole-5-carboxylate). RXN SMILES: [CH3:1][C:2]1([CH3:21])[C:15]2[C:14]3[CH:13]=[CH:12][CH:11]=[CH:10][C:9]=3[NH:8][C:7]=2[C:6]([C:16]([O:18][CH2:19][CH3:20])=[O:17])=[CH:5][NH:4][CH2:3]1.[F:22][C:23]1[CH:31]=[CH:30][C:26]([C:27](Cl)=[O:28])=[CH:25][CH:24]=1>>[CH3:1][C:2]1([CH3:21])[C:15]2[C:14]3[CH:13]=[CH:12][CH:11]=[CH:10][C:9]=3[NH:8][C:7]=2[C:6]([C:16]([O:18][CH2:19][CH3:20])=[O:17])=[CH:5][N:4]([C:27](=[O:28])[C:26]2[CH:30]=[CH:31][C:23]([F:22])=[CH:24][CH:25]=2)[CH2:3]1. Reported procedure: As described in Example 2, the title compound was prepared from ethyl 1,1-dimethyl-1,2,3,6-tetrahydro-azepino[4,5-b]indole-5-carboxylate and 4-fluorobenzoyl chloride. 1H-NMR (DMSO-d6): δ 10.82 (1H, s), 7.76 (1H, d), 7.65 (1H, s), 7.61 (2H, dd), 7.54 (1H, d), 7.35 (2H, app t), 7.09 (1 H, app t), 6.98 (1 H, app t), 4.22 (2H, q), 3.97 (2H, brs), 1.52 (6H, s), 1.17 (3H, t); MS(ESI): 407 (MH+). Reactants: NC=1C2=C(N=C(N1)C1=NN(C3=NC=CC=C31)CCC(C(F)(F)F)(F)F)NC(C2(C)N)=O (4,5-diamino-5-methyl-2-[1-(3,3,4,4,4-pentafluorobutyl)-1H-pyrazolo[3,4-b]pyridin-3-yl]-5,7-dihydro-6H-pyrrolo[2,3-d]pyrimidin-6-one), C1(CC1)C=O (cyclopropanecarbaldehyde), C(C)(=O)O[BH-](OC(C)=O)OC(C)=O.[Na+] (sodium triacetoxyborohydride). Run in CO (MeOH), C(Cl)Cl (DCM). Reaction conditions: time 3 hour. The product is NC=1C2=C(N=C(N1)C1=NN(C3=NC=CC=C31)CCC(C(F)(F)F)(F)F)NC(C2(C)NCC2CC2)=O (4-amino-5-[(cyclopropylmethyl)amino]-5-methyl-2-[1-(3,3,4,4,4-pentafluorobutyl)-1H-pyrazolo[3,4-b]pyridin-3-yl]-5,7-dihydro-6H-pyrrolo[2,3-d]pyrimidin-6-one). Reaction SMILES: [NH2:1][C:2]1[C:3]2[C:28]([NH2:30])([CH3:29])[C:27](=[O:31])[NH:26][C:4]=2[N:5]=[C:6]([C:8]2[C:16]3[C:11](=[N:12][CH:13]=[CH:14][CH:15]=3)[N:10]([CH2:17][CH2:18][C:19]([F:25])([F:24])[C:20]([F:23])([F:22])[F:21])[N:9]=2)[N:7]=1.[CH:32]1([CH:35]=O)[CH2:34][CH2:33]1.C(O[BH-](OC(=O)C)OC(=O)C)(=O)C.[Na+]>CO.C(Cl)Cl>[NH2:1][C:2]1[C:3]2[C:28]([NH:30][CH2:35][CH:32]3[CH2:34][CH2:33]3)([CH3:29])[C:27](=[O:31])[NH:26][C:4]=2[N:5]=[C:6]([C:8]2[C:16]3[C:11](=[N:12][CH:13]=[CH:14][CH:15]=3)[N:10]([CH2:17][CH2:18][C:19]([F:25])([F:24])[C:20]([F:22])([F:21])[F:23])[N:9]=2)[N:7]=1 |f:2.3|. Procedure details: To the intermediate from Step B (20 mg, 0.045 mmol) in MeOH (45.2 μl) and DCM (45.2 μl) was added cyclopropanecarbaldehyde (3.17 mg, 0.045 mmol) followed by sodium triacetoxyborohydride (28.7 mg, 0.136 mmol). The reaction was stirred for 3 h at room temperature and was quenched with aqueous NaHCO3. The solution was extracted with EtOAc. The organic layer was dried (sodium sulfate), concentrated in vacuo and purified by silica gel column chromatography to afford the title product as a white solid...